Dataset: the Open Reaction Database (ORD), a public repository of structured organic reaction records. Task: describe an organic reaction: reactants, conditions, products, and yield Reaction SMILES: [O:1]1[C:5]2([CH2:10][CH2:9][C:8](=O)[CH2:7][CH2:6]2)[O:4][CH2:3][CH2:2]1.[CH2:12]([NH:19][CH2:20][C:21]1[CH:26]=[CH:25][CH:24]=[CH:23][CH:22]=1)[C:13]1[CH:18]=[CH:17][CH:16]=[CH:15][CH:14]=1.C(O[BH-](OC(=O)C)OC(=O)C)(=O)C.[Na+].C(=O)(O)[O-]>ClCCl>[CH2:20]([N:19]([CH2:12][C:13]1[CH:18]=[CH:17][CH:16]=[CH:15][CH:14]=1)[CH:8]1[CH2:9][CH2:10][C:5]2([O:4][CH2:3][CH2:2][O:1]2)[CH2:6][CH2:7]1)[C:21]1[CH:26]=[CH:25][CH:24]=[CH:23][CH:22]=1.[CH2:20]([N:19]([CH2:12][C:13]1[CH:18]=[CH:17][CH:16]=[CH:15][CH:14]=1)[CH:8]1[CH2:9][CH2:10][C:5]2([O:4][CH2:3][CH2:2][O:1]2)[CH2:6][CH2:7]1)[C:21]1[CH:26]=[CH:25][CH:24]=[CH:23][CH:22]=1 |f:2.3,6.7|. Conditions: time 2 hour. Run in ClCCl (dichloromethane), 1,2-dichloroetrane. Procedure: To a solution of 1,4-dioxaspiro[4.5]decan-8-one (25 g, 0.16 mol) in 1,2-dichloroetrane (396 mL) was added dibenzylamine (32.3 mL, 0.16 mol) under nitrogen atmosphere and the resulting solution was stirred for 2 hours at room temperature. Then sodium triacetoxyborohydride (55.4 g, 0.25 mol) was added portionwise and the reaction mixture was stirred at room temperature overnight. A mixture of bicarbonate and dichloromethane (1:1) was added to the reaction mixture and it was stirred for half an hou... Product: C(C1=CC=CC=C1)N(C1CCC2(OCCO2)CC1)CC1=CC=CC=C1.C(C1=CC=CC=C1)N(C1CCC2(OCCO2)CC1)CC1=CC=CC=C1 (N,N-dibenzyl-1,4-dioxaspiro[4.5]decan-8-amine dibenzyl(1,4-dioxaspiro[4.5]dec-8-yl)amine). Starting materials: C([O-])(O)=O (bicarbonate), O1CCOC12CCC(CC2)=O (1,4-dioxaspiro[4.5]decan-8-one), C(C1=CC=CC=C1)NCC1=CC=CC=C1 (dibenzylamine), C(C)(=O)O[BH-](OC(C)=O)OC(C)=O.[Na+] (sodium triacetoxyborohydride). Starting materials: NC1=NC=CC(=N1)C1=CN=C2N1C=CC=C2 (2-amino-4-(imidazo[1,2-a]pyridin- 3-yl)pyrimidine), BrC1=CC=C(C=C1)C(=O)CC1=CC=CC=C1 (benzyl 4-bromophenyl ketone). The product is C(C)#N (acetonitrile), O=C(CC1=CC=CC=C1)C1=CC=C(NC2=NC=CC(=N2)C2=CN=C3N2C=CC=C3)C=C1 (2-[4-(1-Oxo-2-phenylethyl)anilino]-4-(imidazo-[1,2-a]-pyridin-3-yl)pyrimidine). Yield: 10.0%. As a reaction SMILES: [NH2:1][C:2]1[N:7]=[C:6]([C:8]2[N:12]3[CH:13]=[CH:14][CH:15]=[CH:16][C:11]3=[N:10][CH:9]=2)[CH:5]=[CH:4][N:3]=1.Br[C:18]1[CH:23]=[CH:22][C:21]([C:24]([CH2:26][C:27]2[CH:32]=[CH:31][CH:30]=[CH:29][CH:28]=2)=[O:25])=[CH:20][CH:19]=1>>[C:4](#[N:3])[CH3:5].[O:25]=[C:24]([C:21]1[CH:22]=[CH:23][C:18]([NH:1][C:2]2[N:7]=[C:6]([C:8]3[N:12]4[CH:13]=[CH:14][CH:15]=[CH:16][C:11]4=[N:10][CH:9]=3)[CH:5]=[CH:4][N:3]=2)=[CH:19][CH:20]=1)[CH2:26][C:27]1[CH:32]=[CH:31][CH:30]=[CH:29][CH:28]=1. Procedure details: The title compound was prepared from 2-amino-4-(imidazo[1,2-a]pyridin- 3-yl)pyrimidine and benzyl 4-bromophenyl ketone following the general method of Example 2. The crude product was purified by column chromatography on silica gel using chloroform/ethanol, 98:2, as the eluent followed by recrystallization from acetonitrile affording 30 mg (10% yield) of the title compound as an off-white solid: mp (decomp.) 225-228° C.; 1H NMR (400 MHz, DMSO-d6) δ 10.15 (broad s, 2 H), 8.67 (s, 1 H), 8.53 (d, J... Starting materials: C(C)C(CN(CC(CCCC)CC)[SiH](OC)OC)CCCC (bis(2-ethylhexyl)aminodimethoxysilane), C(C)(C)[Mg]Cl (isopropylmagnesium chloride), solution, C(C)C(CNCC(CCCC)CC)CCCC (Bis(2-ethylhexyl)amine), FC(CC[Si](OC)(OC)OC)(F)F (3,3,3-Trifluoropropyltrimethoxysilane). Run in C1CCOC1 (THF), O1CCCC1 (tetrahydrofuran). Reaction conditions: temperature 15 celsius, time 2 hour. Yields the product FC(CC[Si](OC)(OC)N(CC(CCCC)CC)CC(CCCC)CC)(F)F (3,3,3-trifluoropropyl bis(2-ethylhexyl)aminodimethoxysilane). Isolated yield 98.0%. RXN SMILES: [CH2:1]([CH:3]([CH2:19][CH2:20][CH2:21][CH3:22])[CH2:4][N:5]([SiH:14]([O:17][CH3:18])[O:15][CH3:16])[CH2:6][CH:7]([CH2:12][CH3:13])[CH2:8][CH2:9][CH2:10][CH3:11])[CH3:2].C([Mg]Cl)(C)C.C(C(CCCC)CNCC(CC)CCCC)C.[F:45][C:46]([F:57])([F:56])[CH2:47][CH2:48][Si](OC)(OC)OC>C1COCC1>[F:45][C:46]([F:57])([F:56])[CH2:47][CH2:48][Si:14]([N:5]([CH2:6][CH:7]([CH2:12][CH3:13])[CH2:8][CH2:9][CH2:10][CH3:11])[CH2:4][CH:3]([CH2:1][CH3:2])[CH2:19][CH2:20][CH2:21][CH3:22])([O:17][CH3:18])[O:15][CH3:16]. Procedure: 3,3,3-Trifluoropropyl(bis(2-ethylhexyl)aminodimethoxysilane--A 500 mL round bottomed flask was charged with tetrahydrofuran (300 mL) and isopropylmagnesium chloride (25 mL of a 2.0 M solution in THF, 50 mmol). The contents were cooled to 15° C. Bis(2-ethylhexyl)amine (50 mmol) was added over fifteen minutes via pressure equalizing addition funnel. The cold bath was removed and the contents stirred for two hours. 3,3,3-Trifluoropropyltrimethoxysilane (45 mmol) was added via pressure equalizing ad... Yields the product COc1ccccc1-c1nn(C)c(N(C)C)nc1=O. Starting materials: [Li]CCCC, COc1ccccc1-c1n[nH]c(N(C)C)nc1=O, CI, CO, CCCCCC, C1CCOC1. Reaction SMILES: [CH2:19]([Li:20])[CH2:21][CH2:22][CH3:23].[CH3:1][N:2]([c:3]1[nH:4][n:5][c:6](-[c:10]2[c:11]([O:16][CH3:17])[cH:12][cH:13][cH:14][cH:15]2)[c:7](=[O:9])[n:8]1)[CH3:18].[CH3:24][I:25].[CH3:26][OH:27].[CH3:33][CH2:34][CH2:35][CH2:36][CH2:37][CH3:38].[O:28]1[CH2:29][CH2:30][CH2:31][CH2:32]1>>[CH3:1][N:2]([c:3]1[n:4]([CH3:19])[n:5][c:6](-[c:10]2[c:11]([O:16][CH3:17])[cH:12][cH:13][cH:14][cH:15]2)[c:7](=[O:9])[n:8]1)[CH3:18]. Reactants: [H-], [Na+], CN(C)C=O, O=Cc1ccc(O)cc1, BrCCCc1ccccc1. Yields the product O=Cc1ccc(OCCCc2ccccc2)cc1. Reaction SMILES: [H-:11].[Na+:10].[O:22]=[CH:23][N:24]([CH3:25])[CH3:26].[OH:1][c:2]1[cH:3][cH:4][c:5]([CH:6]=[O:7])[cH:8][cH:9]1.[c:12]1([CH2:18][CH2:19][CH2:20][Br:21])[cH:13][cH:14][cH:15][cH:16][cH:17]1>>[O:1]([c:2]1[cH:3][cH:4][c:5]([CH:6]=[O:7])[cH:8][cH:9]1)[CH2:20][CH2:19][CH2:18][c:12]1[cH:13][cH:14][cH:15][cH:16][cH:17]1. The reactants are O=[N+]([O-])c1ccc(Cc2ccc(CS(=O)(=O)NCc3ccccc3)cc2)cc1, CCOC(C)=O. Yields the product Nc1ccc(Cc2ccc(CS(=O)(=O)NCc3ccccc3)cc2)cc1. Reaction SMILES: [CH2:1]([c:2]1[cH:3][cH:4][cH:5][cH:6][cH:7]1)[NH:8][S:9](=[O:10])(=[O:11])[CH2:12][c:13]1[cH:14][cH:15][c:16]([CH2:17][c:18]2[cH:19][cH:20][c:21]([N+:24]([O-:25])=[O:26])[cH:22][cH:23]2)[cH:27][cH:28]1.[CH3:29][CH2:30][O:31][C:32](=[O:33])[CH3:34]>>[CH2:1]([c:2]1[cH:3][cH:4][cH:5][cH:6][cH:7]1)[NH:8][S:9](=[O:10])(=[O:11])[CH2:12][c:13]1[cH:14][cH:15][c:16]([CH2:17][c:18]2[cH:19][cH:20][c:21]([NH2:24])[cH:22][cH:23]2)[cH:27][cH:28]1. The reactants are FC(F)(F)Oc1ccc(Br)cc1, Cc1c(C)c(N2CCNCC2)c(C)c2c1OC(C)(C)C2. The product is Cc1c(C)c(N2CCN(c3ccc(OC(F)(F)F)cc3)CC2)c(C)c2c1OC(C)(C)C2. RXN SMILES: [Br:21][c:22]1[cH:23][cH:24][c:25]([O:28][C:29]([F:30])([F:31])[F:32])[cH:26][cH:27]1.[CH3:1][C:2]1([CH3:20])[O:3][c:4]2[c:5]([c:7]([CH3:19])[c:8]([N:13]3[CH2:14][CH2:15][NH:16][CH2:17][CH2:18]3)[c:9]([CH3:12])[c:10]2[CH3:11])[CH2:6]1>>[CH3:1][C:2]1([CH3:20])[O:3][c:4]2[c:5]([c:7]([CH3:19])[c:8]([N:13]3[CH2:14][CH2:15][N:16]([c:22]4[cH:23][cH:24][c:25]([O:28][C:29]([F:30])([F:31])[F:32])[cH:26][cH:27]4)[CH2:17][CH2:18]3)[c:9]([CH3:12])[c:10]2[CH3:11])[CH2:6]1. Starting materials: CN1C(=CC2=CC=CC=C12)C (1,2-dimethylindole), CN1C(=C(C2=CC=CC=C12)C)C=O (1,3-dimethylindole-2-carboxaldehyde), ( g ). Yields the product CN1C(=C(C2=CC=CC=C12)C=O)C (1,2-Dimethylindole-3-carboxaldehyde). Reaction SMILES: [CH3:1][N:2]1[C:10]2[C:5](=[CH:6][CH:7]=[CH:8][CH:9]=2)[CH:4]=[C:3]1[CH3:11].CN1C2C(=CC=CC=2)C(C)=C1[CH:23]=[O:24]>>[CH3:1][N:2]1[C:10]2[C:5](=[CH:6][CH:7]=[CH:8][CH:9]=2)[C:4]([CH:23]=[O:24])=[C:3]1[CH3:11]. Procedure details: 1,2-Dimethylindole-3-carboxaldehyde (mp 129° C.) was prepared from 1,2-dimethylindole following essentially the same procedure as that used for the preparation of 1,3-dimethylindole-2-carboxaldehyde referred to in (g) above. Reactants: ClC1=NC=CC(=N1)SC1=CC=C(C=C1)C (2-chloro-4-(4-methylphenylsulphanyl)pyrimidine), NC1=CC=C(C=C1)O (4-aminophenol). Run in C(C)OC(C)O (ethoxyethanol). Yields the product OC1=CC=C(C=C1)NC1=NC=CC(=N1)SC1=CC=C(C=C1)C (N-(4-Hydroxyphenyl)-4-(4-methylphenylsulphanyl)-2-pyrimidineamine). The yield is 46.2%. RXN SMILES: Cl[C:2]1[N:7]=[C:6]([S:8][C:9]2[CH:14]=[CH:13][C:12]([CH3:15])=[CH:11][CH:10]=2)[CH:5]=[CH:4][N:3]=1.[NH2:16][C:17]1[CH:22]=[CH:21][C:20]([OH:23])=[CH:19][CH:18]=1>C(OC(O)C)C>[OH:23][C:20]1[CH:21]=[CH:22][C:17]([NH:16][C:2]2[N:7]=[C:6]([S:8][C:9]3[CH:14]=[CH:13][C:12]([CH3:15])=[CH:11][CH:10]=3)[CH:5]=[CH:4][N:3]=2)=[CH:18][CH:19]=1. Procedure details: A mixture of 2-chloro-4-(4-methylphenylsulphanyl)pyrimidine (100 mg, 0.42 mmol) and 4-aminophenol (55 mg, 0.5 mmol) was heated at reflux in ethoxyethanol (2 ml) for 1.5 h. The reaction was concentrated under reduced pressure and subjected to column chromatography [silica, 20% ethyl acetate--CH2Cl2 ] to give the title compound (60 mg) as a buff solid m.p. 179-180°. δH (CDCl3) 8.01 (1H, d, J 5.4 Hz), 7.50-7.45 (2H, m), 7.31-7.27 (4H, m), 6.93 (1H, br s), 6.71-6.66 (2H, m), 6.25 (1H, d, J 5.4 Hz), ...